From a dataset of the Open Reaction Database (ORD), a public repository of structured organic reaction records. describe an organic reaction: reactants, conditions, products, and yield Starting materials: COC(C1=CN=C(C(=C1)Br)OC)=O (5-Bromo-6-methoxy-nicotinic acid methyl ester), FC(C=1C=C(C=CC1)B(O)O)(F)F (3-trifluoromethylbenzeneboronic acid), C([O-])(O)=O.[Na+] (sodium bicarbonate), C1(=CC=CC=C1)C (toluene). The reagents and catalysts are C=1C=CC(=CC1)[P](C=2C=CC=CC2)(C=3C=CC=CC3)[Pd]([P](C=4C=CC=CC4)(C=5C=CC=CC5)C=6C=CC=CC6)([P](C=7C=CC=CC7)(C=8C=CC=CC8)C=9C=CC=CC9)[P](C=1C=CC=CC1)(C=1C=CC=CC1)C=1C=CC=CC1 (tetrakis(triphenylphosphine)palladium(0)). Solvent: O (water). Product: COC(C1=CN=C(C(=C1)C1=CC(=CC=C1)C(F)(F)F)OC)=O (6-Methoxy-5-(3-trifluoromethyl-phenyl)-nicotinic acid methyl ester). The yield is 107.6%. Reaction SMILES: [CH3:1][O:2][C:3](=[O:13])[C:4]1[CH:9]=[C:8](Br)[C:7]([O:11][CH3:12])=[N:6][CH:5]=1.[F:14][C:15]([F:26])([F:25])[C:16]1[CH:17]=[C:18](B(O)O)[CH:19]=[CH:20][CH:21]=1.C(=O)(O)[O-].[Na+].C1(C)C=CC=CC=1>C1C=CC([P]([Pd]([P](C2C=CC=CC=2)(C2C=CC=CC=2)C2C=CC=CC=2)([P](C2C=CC=CC=2)(C2C=CC=CC=2)C2C=CC=CC=2)[P](C2C=CC=CC=2)(C2C=CC=CC=2)C2C=CC=CC=2)(C2C=CC=CC=2)C2C=CC=CC=2)=CC=1.O>[CH3:1][O:2][C:3](=[O:13])[C:4]1[CH:9]=[C:8]([C:20]2[CH:19]=[CH:18][CH:17]=[C:16]([C:15]([F:26])([F:25])[F:14])[CH:21]=2)[C:7]([O:11][CH3:12])=[N:6][CH:5]=1 |f:2.3,^1:42,44,63,82|. Reported procedure: 5-Bromo-6-methoxy-nicotinic acid methyl ester (1.03 g, 4.18 mmol), 3-trifluoromethylbenzeneboronic acid (0.795 g, 4.19 mmol), tetrakis(triphenylphosphine)palladium(0) (24 mg, 0.021 mmol) and sodium bicarbonate (1.05 g, 12.5 mmol) were partitioned between toluene (10 ml) and water (10 ml) under argon and stirred in reflux for 1 h. The material was partitioned between ethyl acetate and water, the combined organic extracts were dried over sodium chloride, filtered over a small plug of silica and ev... The reactants are CCOC(=O)NC, Cc1ccccc1, CCC(C)c1ccccc1O, ClP(Cl)(Cl)(Cl)Cl. Yields the product CCC(C)c1ccccc1OC(=O)NC. RXN SMILES: [CH3:12][NH:13][C:14]([O:15][CH2:17][CH3:18])=[O:16].[CH3:25][c:26]1[cH:27][cH:28][cH:29][cH:30][cH:31]1.[CH:1]([CH3:2])([CH2:3][CH3:4])[c:5]1[c:6]([OH:11])[cH:7][cH:8][cH:9][cH:10]1.[Cl:19][P:20]([Cl:21])([Cl:22])([Cl:23])[Cl:24]>>[CH:1]([CH3:2])([CH2:3][CH3:4])[c:5]1[c:6]([O:11][C:14]([NH:13][CH3:12])=[O:15])[cH:7][cH:8][cH:9][cH:10]1.